Task: describe an organic reaction: reactants, conditions, products, and yield. Dataset: the Open Reaction Database (ORD), a public repository of structured organic reaction records Reactants: CO, [Fe], Nc1ccc(S(=O)Cc2ccccc2)cc1[N+](=O)[O-], O=S(=O)([O-])[O-], O. Yields the product Nc1ccc(S(=O)Cc2ccccc2)cc1N. As a reaction SMILES: [CH3:20][OH:21].[Fe:27].[NH2:1][c:2]1[c:3]([N+:17]([O-:18])=[O:19])[cH:4][c:5]([S:8](=[O:9])[CH2:10][c:11]2[cH:12][cH:13][cH:14][cH:15][cH:16]2)[cH:6][cH:7]1.[O-:22][S:23](=[O:24])(=[O:25])[O-:26].[OH2:28]>>[NH2:1][c:2]1[c:3]([NH2:17])[cH:4][c:5]([S:8](=[O:9])[CH2:10][c:11]2[cH:12][cH:13][cH:14][cH:15][cH:16]2)[cH:6][cH:7]1. The reactants are ClC1=NC=C(C(=N1)CCC1=C(C=CC=C1)C1(CC1)C(=O)N)Cl (1-(2-(2-(2,5-dichloropyrimidin-4-yl)ethyl)phenyl)cyclopropanecarboxamide), NC=1C=CC(=NC1)C#N (5-amino-2-pyridinecarbonitrile), C(=O)([O-])[O-].[Cs+].[Cs+] (Cs2CO3). The reagents and catalysts are C(C)(=O)[O-].[Pd+2].C(C)(=O)[O-] (palladium (II) acetate), CC1(C2=C(C(=CC=C2)P(C3=CC=CC=C3)C4=CC=CC=C4)OC5=C(C=CC=C51)P(C6=CC=CC=C6)C7=CC=CC=C7)C (Xantphos). Run in C1CCOC1 (THF). Run at temperature 120 celsius. Yields the product ClC=1C(=NC(=NC1)NC=1C=NC(=CC1)C#N)CCC1=C(C=CC=C1)C1(CC1)C(=O)N (1-(2-(2-(5-Chloro-2-((6-cyanopyridin-3-yl)amino)pyrimidin-4-yl)ethyl)phenyl)cyclopropanecarboxamide). Isolated yield 70.0%. As a reaction SMILES: Cl[C:2]1[N:7]=[C:6]([CH2:8][CH2:9][C:10]2[CH:15]=[CH:14][CH:13]=[CH:12][C:11]=2[C:16]2([C:19]([NH2:21])=[O:20])[CH2:18][CH2:17]2)[C:5]([Cl:22])=[CH:4][N:3]=1.[NH2:23][C:24]1[CH:25]=[CH:26][C:27]([C:30]#[N:31])=[N:28][CH:29]=1.C([O-])([O-])=O.[Cs+].[Cs+]>C1COCC1.C([O-])(=O)C.[Pd+2].C([O-])(=O)C.CC1(C)C2C(=C(P(C3C=CC=CC=3)C3C=CC=CC=3)C=CC=2)OC2C(P(C3C=CC=CC=3)C3C=CC=CC=3)=CC=CC1=2>[Cl:22][C:5]1[C:6]([CH2:8][CH2:9][C:10]2[CH:15]=[CH:14][CH:13]=[CH:12][C:11]=2[C:16]2([C:19]([NH2:21])=[O:20])[CH2:18][CH2:17]2)=[N:7][C:2]([NH:23][C:24]2[CH:29]=[N:28][C:27]([C:30]#[N:31])=[CH:26][CH:25]=2)=[N:3][CH:4]=1 |f:2.3.4,6.7.8|. Procedure details: A solution of 1-(2-(2-(2,5-dichloropyrimidin-4-yl)ethyl)phenyl)cyclopropanecarboxamide A14 (0.300 g, 0.892 mmol) in THF (2.5 mL) containing 5-amino-2-pyridinecarbonitrile (0.213 g, 1.78 mmol), Cs2CO3 (0.872 g, 2.67 mmol), Xantphos (0.021 g, 0.036 mmol) and palladium (II) acetate (4 mg, 0.018 mmol) was heated under microwave irradiation for 30 minutes at 120° C. The reaction mixture was adsorbed onto silica gel and purified by silica column chromatography (Combiflash Rf, 12 g SiO2 Cartridge, 0-10... Starting materials: C[Si](C)(C)[N-][Si](C)(C)C, CC(C)(C)OC(=O)N1CCc2[nH]cnc2C1C(F)(F)F, CI, [K+], C1CCOC1. Product: Cn1cnc2c1CCN(C(=O)OC(C)(C)C)C2C(F)(F)F. As a reaction SMILES: [CH3:1][Si:2]([N-:3][Si:4]([CH3:5])([CH3:6])[CH3:7])([CH3:8])[CH3:9].[F:11][C:12]([CH:13]1[N:14]([C:22](=[O:23])[O:24][C:25]([CH3:26])([CH3:27])[CH3:28])[CH2:15][CH2:16][c:17]2[c:18]1[n:19][cH:20][nH:21]2)([F:29])[F:30].[I:31][CH3:32].[K+:10].[O:33]1[CH2:34][CH2:35][CH2:36][CH2:37]1>>[F:11][C:12]([CH:13]1[N:14]([C:22](=[O:23])[O:24][C:25]([CH3:26])([CH3:27])[CH3:28])[CH2:15][CH2:16][c:17]2[c:18]1[n:19][cH:20][n:21]2[CH3:32])([F:29])[F:30]. Reactants: C(C)(C)(C)C1OCC2=CC=CC(=C12)OCOC (1-tert-butyl-7-(methoxymethoxy)-1,3-dihydroisobenzofuran), C(C)(C)(C)C1OCC2=CC=CC(=C12)OCOC (1-tert-butyl-7-(methoxymethoxy)-1,3-dihydroisobenzofuran), aqueous solution, Cl (hydrogen chloride). Run in CO (Methanol). Conditions: temperature 50 celsius, time 10 hour. Product: C(C)(C)(C)C1OCC=2C=CC=C(C12)O (3-tert-butyl-1,3-dihydroisobenzofuran-4-ol). Isolated yield 104.0%. RXN SMILES: [C:1]([CH:5]1[C:13]2[C:8](=[CH:9][CH:10]=[CH:11][C:12]=2[O:14]COC)[CH2:7][O:6]1)([CH3:4])([CH3:3])[CH3:2].Cl>CO>[C:1]([CH:5]1[C:13]2[C:12]([OH:14])=[CH:11][CH:10]=[CH:9][C:8]=2[CH2:7][O:6]1)([CH3:4])([CH3:2])[CH3:3]. Reported procedure: To a solution of 1-tert-butyl-7-(methoxymethoxy)-1,3-dihydroisobenzofuran (Intermediate 4, 260 mg, 1.10 mmol) in Methanol (10 mL) a 6N aqueous solution of hydrogen chloride (0.18 ml, 1.10 mmol) was added and the reaction mixture was stirred for 10 hours at 50° C. Volatiles were removed under reduced pressure and the residue was partitioned between water (10 ml) and ethyl acetate (20 ml). The organic layer was dried (Na2SO4), filtered and evaporated affording the title compound (220 mg) as white ... Reactants: ClC1=C(C=C(CN2C(C=3C(C2=O)=CC=CC3)=O)C=C1)OC (N-(4-chloro-3-methoxybenzyl)phthalimide), O.NN (hydrazine hydrate). Solvent: C(C)O (ethanol). The product is ClC1=C(C=C(CN)C=C1)OC (4-chloro-3-methoxybenzylamine). Isolated yield 96.1%. Reaction SMILES: [Cl:1][C:2]1[CH:19]=[CH:18][C:5]([CH2:6][N:7]2C(=O)C3=CC=CC=C3C2=O)=[CH:4][C:3]=1[O:20][CH3:21].O.NN>C(O)C>[Cl:1][C:2]1[CH:19]=[CH:18][C:5]([CH2:6][NH2:7])=[CH:4][C:3]=1[O:20][CH3:21] |f:1.2|. Reported procedure: To a solution of N-(4-chloro-3-methoxybenzyl)phthalimide (3.00 g) in ethanol (60 mL) was added hydrazine hydrate (2.62 mL), and the mixture was heated for an hour under reflux. The resulting precipitates were faltered off and the filtrate was evaporated in vacuo. The residue was partitioned between chloroform and an aqueous saturated sodium bicarbonate solution. The separated organic layer was washed with water and brine, dried over magnesium sulfate and evaporated in vacuo to give 4-chloro-3-me... Reactants: C(=O)([O-])[O-].[K+].[K+] (K2CO3), C1=CC=CC2=C1NC=1C2=CC=C2C3=CC=CC=C3NC12 (11,12-dihydroindolo[2,3-a]carbazole), IC1=C(C=CC=C1)S (2-iodobenzenethiol). Reagents/catalysts: [Cu] (copper), [Cu]I (copper(I) iodide). Run in C(CCC)OCCCC (di-n-butyl ether). Reaction conditions: temperature 144 celsius, time 4 day. Yields the product C1=C2NC=3C(=CC=C4C5=CC=CC=C5N(C34)C3=C(C=CC=C3)S)C2=CC=C1 (2-(12H-11,12-diazaindeno[2,1-a]fluoren-11-yl)benzenethiol). As a reaction SMILES: [CH:1]1[C:6]2[NH:7][C:8]3[C:9](=[CH:10][CH:11]=[C:12]4[C:20]=3[NH:19][C:18]3[C:13]4=[CH:14][CH:15]=[CH:16][CH:17]=3)[C:5]=2[CH:4]=[CH:3][CH:2]=1.I[C:22]1[CH:27]=[CH:26][CH:25]=[CH:24][C:23]=1[SH:28].C([O-])([O-])=O.[K+].[K+]>C(OCCCC)CCC.[Cu].[Cu]I>[CH:1]1[CH:2]=[CH:3][CH:4]=[C:5]2[C:6]=1[NH:7][C:8]1[C:9]2=[CH:10][CH:11]=[C:12]2[C:20]=1[N:19]([C:22]1[CH:27]=[CH:26][CH:25]=[CH:24][C:23]=1[SH:28])[C:18]1[C:13]2=[CH:14][CH:15]=[CH:16][CH:17]=1 |f:2.3.4|. Reported procedure: 25 g (96.6 mmol) of 11,12-dihydroindolo[2,3-a]carbazole are added to 12.5 g (48 mmol) of 2-iodobenzenethiol in 80 ml of di-n-butyl ether, and the solution is degassed. 6.6 g (0.105 mmol) of copper powder, 0.92 g (0.003 mmol) of copper(I) iodide and 14.6 g (106.6 mmol) of K2CO3 are subsequently added to the mixture, which is then stirred at 144° C. under protective gas for 4 days. The organic phase is dried over MgSO4, and the solvent is removed in vacuo. The residue is recrystallised from aceton... Starting materials: CC(C)C(=O)CC(=O)OC(C)(C)C, CO, N. Product: CC(C)C(N)=CC(=O)OC(C)(C)C. RXN SMILES: [C:1]([CH:2]([CH3:3])[CH3:4])(=[O:5])[CH2:6][C:7](=[O:8])[O:9][C:10]([CH3:11])([CH3:12])[CH3:13].[CH3:15][OH:16].[NH3:14]>>[C:1]([CH:2]([CH3:3])[CH3:4])(=[CH:6][C:7](=[O:8])[O:9][C:10]([CH3:11])([CH3:12])[CH3:13])[NH2:14].